This data is from the Open Reaction Database (ORD), a public repository of structured organic reaction records. The task is: describe an organic reaction: reactants, conditions, products, and yield Starting materials: NCCNC[C@H]1NC([C@H]1NC(\C(\C=1N=C(SC1)NC(=O)OC(C)(C)C)=N/OC(C(=O)OC(C)(C)C)(C)C)=O)=O (tert-butyl 2-(((Z)-(2-(((2R,3S)-2-(((2-aminoethyl)amino)methyl)-4-oxoazetidin-3-yl)amino)-1-(2-((tert-butoxycarbonyl)amino)thiazol-4-yl)-2-oxoethylidene)amino)oxy)-2-methylpropanoate), C(C)(C)(C)OC(NCC=O)=O (tert-butyl(2-oxoethyl)carbamate), C(C)(=O)O[BH-](OC(C)=O)OC(C)=O.[Na+] (sodium triacetoxyborohydride). Solvent: ClCCCl (DCE). Run at time 2 hour. Yields the product C(C)(C)(C)OC(=O)NC=1SC=C(N1)/C(/C(=O)N[C@H]1[C@H](NC1=O)CNCCNCCNC(OC(C)(C)C)=O)=N/OC(C(=O)OC(C)(C)C)(C)C (Tert-butyl 2-(((Z)-(1-(2-((tert-butoxycarbonyl)amino)thiazol-4-yl)-2-(((2R,3S)-2-(11,11-dimethyl-9-oxo-10-oxa-2,5,8-triazadodecyl)-4-oxoazetidin-3-yl)amino)-2-oxoethylidene)amino)oxy)-2-methylpropanoate). RXN SMILES: [NH2:1][CH2:2][CH2:3][NH:4][CH2:5][C@@H:6]1[C@H:9]([NH:10][C:11](=[O:38])/[C:12](=[N:26]\[O:27][C:28]([CH3:37])([CH3:36])[C:29]([O:31][C:32]([CH3:35])([CH3:34])[CH3:33])=[O:30])/[C:13]2[N:14]=[C:15]([NH:18][C:19]([O:21][C:22]([CH3:25])([CH3:24])[CH3:23])=[O:20])[S:16][CH:17]=2)[C:8](=[O:39])[NH:7]1.[C:40]([O:44][C:45](=[O:50])[NH:46][CH2:47][CH:48]=O)([CH3:43])([CH3:42])[CH3:41].C(O[BH-](OC(=O)C)OC(=O)C)(=O)C.[Na+]>ClCCCl>[C:22]([O:21][C:19]([NH:18][C:15]1[S:16][CH:17]=[C:13](/[C:12](=[N:26]/[O:27][C:28]([CH3:37])([CH3:36])[C:29]([O:31][C:32]([CH3:35])([CH3:34])[CH3:33])=[O:30])/[C:11]([NH:10][C@@H:9]2[C:8](=[O:39])[NH:7][C@@H:6]2[CH2:5][NH:4][CH2:3][CH2:2][NH:1][CH2:48][CH2:47][NH:46][C:45](=[O:50])[O:44][C:40]([CH3:43])([CH3:42])[CH3:41])=[O:38])[N:14]=1)=[O:20])([CH3:25])([CH3:24])[CH3:23] |f:2.3|. Procedure: To a solution of tert-butyl 2-(((Z)-(2-(((2R,3S)-2-(((2-aminoethyl)amino)methyl)-4-oxoazetidin-3-yl)amino)-1-(2-((tert-butoxycarbonyl)amino)thiazol-4-yl)-2-oxoethylidene)amino)oxy)-2-methylpropanoate (100 mg, 0.176 mmol) in DCE (1.8 mL) was added tert-butyl(2-oxoethyl)carbamate (27.9 mg, 0.176 mmol). After stirring for 2 h, sodium triacetoxyborohydride (112 mg, 0.527 mmol) was added. After 12 h, the reaction mixture was quenched with saturated NaHCO3 (aq) and extracted with EtOAc. The organic la... Reactants: COc1ccc(N)cc1N1CCN(C)CC1, FC(F)Oc1ccccc1, O=S(=O)(Cl)Cl, c1ccncc1. The product is COc1ccc(NS(=O)(=O)c2ccc(OC(F)F)cc2)cc1N1CCN(C)CC1. As a reaction SMILES: [CH3:16][O:17][c:18]1[c:19]([N:25]2[CH2:26][CH2:27][N:28]([CH3:31])[CH2:29][CH2:30]2)[cH:20][c:21]([NH2:24])[cH:22][cH:23]1.[F:6][CH:7]([O:8][c:9]1[cH:10][cH:11][cH:12][cH:13][cH:14]1)[F:15].[S:1](=[O:2])(=[O:3])([Cl:4])[Cl:5].[cH:32]1[cH:33][cH:34][n:35][cH:36][cH:37]1>>[S:1](=[O:2])(=[O:3])([c:12]1[cH:11][cH:10][c:9]([O:8][CH:7]([F:6])[F:15])[cH:14][cH:13]1)[NH:24][c:21]1[cH:20][c:19]([N:25]2[CH2:26][CH2:27][N:28]([CH3:31])[CH2:29][CH2:30]2)[c:18]([O:17][CH3:16])[cH:23][cH:22]1. The reactants are C(=O)(O)[O-].[Na+] (NaHCO3), N#N (N2), ClC1=CC(=NC(=N1)NC)N1C[C@H](CC[C@H]1C(F)(F)F)C(=O)NCC1=CC=CC=C1 (cis-1-[6-chloro-2-(methylamino)-4-pyrimidinyl]-N-(phenylmethyl)-6-(trifluoromethyl)-3-piperidinecarboxamide), C(#N)C1=C(C=C(C=C1)B(O)O)F ((4-cyano-3-fluorophenyl)boronic acid). Reagents/catalysts: C=1C=CC(=CC1)[P](C=2C=CC=CC2)(C=3C=CC=CC3)[Pd]([P](C=4C=CC=CC4)(C=5C=CC=CC5)C=6C=CC=CC6)([P](C=7C=CC=CC7)(C=8C=CC=CC8)C=9C=CC=CC9)[P](C=1C=CC=CC1)(C=1C=CC=CC1)C=1C=CC=CC1 (Pd(Ph3P)4). Run in O1CCOCC1 (1,4-dioxane). Conditions: temperature 100 celsius. Yields the product C(#N)C1=C(C=C(C=C1)C1=CC(=NC(=N1)NC)N1C[C@H](CC[C@H]1C(F)(F)F)C(=O)NCC1=CC=CC=C1)F (Cis-1-[6-(4-Cyano-3-fluorophenyl)-2-(methylamino)-4-pyrimidinyl]-N-(phenylmethyl)-6-(trifluoromethyl)-3-piperidinecarboxamide). The yield is 55.0%. Reaction SMILES: Cl[C:2]1[N:7]=[C:6]([NH:8][CH3:9])[N:5]=[C:4]([N:10]2[C@H:15]([C:16]([F:19])([F:18])[F:17])[CH2:14][CH2:13][C@H:12]([C:20]([NH:22][CH2:23][C:24]3[CH:29]=[CH:28][CH:27]=[CH:26][CH:25]=3)=[O:21])[CH2:11]2)[CH:3]=1.[C:30]([C:32]1[CH:37]=[CH:36][C:35](B(O)O)=[CH:34][C:33]=1[F:41])#[N:31].C([O-])(O)=O.[Na+].N#N>O1CCOCC1.C1C=CC([P]([Pd]([P](C2C=CC=CC=2)(C2C=CC=CC=2)C2C=CC=CC=2)([P](C2C=CC=CC=2)(C2C=CC=CC=2)C2C=CC=CC=2)[P](C2C=CC=CC=2)(C2C=CC=CC=2)C2C=CC=CC=2)(C2C=CC=CC=2)C2C=CC=CC=2)=CC=1>[C:30]([C:32]1[CH:37]=[CH:36][C:35]([C:2]2[N:7]=[C:6]([NH:8][CH3:9])[N:5]=[C:4]([N:10]3[C@H:15]([C:16]([F:19])([F:18])[F:17])[CH2:14][CH2:13][C@H:12]([C:20]([NH:22][CH2:23][C:24]4[CH:25]=[CH:26][CH:27]=[CH:28][CH:29]=4)=[O:21])[CH2:11]3)[CH:3]=2)=[CH:34][C:33]=1[F:41])#[N:31] |f:2.3,^1:58,60,79,98|. Procedure: To a mixture of cis-1-[6-chloro-2-(methylamino)-4-pyrimidinyl]-N-(phenylmethyl)-6-(trifluoromethyl)-3-piperidinecarboxamide (100 mg, 0.234 mmol) and (4-cyano-3-fluorophenyl)boronic acid (57.8 mg, 0.351 mmol) in 1,4-dioxane (2 mL) was added saturated aqueous NaHCO3, and N2 gas was bubbled through the mixture for 10 minutes into a 5 mL microwave vial. Pd(Ph3P)4 (40.5 mg, 0.035 mmol) was added, and N2 gas was bubbled through the mixture for an additional 5 minutes. The vial was capped, and the reac...